This data is from the Open Reaction Database (ORD), a public repository of structured organic reaction records. The task is: describe an organic reaction: reactants, conditions, products, and yield The reactants are CCOP(=O)(CCc1cc(Cc2ccc(CC)cc2)ccc1OCc1ccccc1)OCC, CO. Product: CCOP(=O)(CCc1cc(Cc2ccc(CC)cc2)ccc1O)OCC. As a reaction SMILES: [CH2:1]([CH3:2])[O:3][P:4]([O:5][CH2:6][CH3:7])(=[O:8])[CH2:9][CH2:10][c:11]1[c:12]([O:26][CH2:27][c:28]2[cH:29][cH:30][cH:31][cH:32][cH:33]2)[cH:13][cH:14][c:15]([CH2:17][c:18]2[cH:19][cH:20][c:21]([CH2:24][CH3:25])[cH:22][cH:23]2)[cH:16]1.[CH3:34][OH:35]>>[CH2:1]([CH3:2])[O:3][P:4]([O:5][CH2:6][CH3:7])(=[O:8])[CH2:9][CH2:10][c:11]1[c:12]([OH:26])[cH:13][cH:14][c:15]([CH2:17][c:18]2[cH:19][cH:20][c:21]([CH2:24][CH3:25])[cH:22][cH:23]2)[cH:16]1.